From a dataset of the Open Reaction Database (ORD), a public repository of structured organic reaction records. describe an organic reaction: reactants, conditions, products, and yield Reactants: BrC=1C(=NC(=C(C1)[N+](=O)[O-])C)O[C@@H]1CC[C@H](CC1)C(C)C (3-bromo-2-(trans-4-isopropylcyclohexoxy)-6-methyl-5-nitro-pyridine), [Cl-].[NH4+] (ammonium chloride). The reagents and catalysts are [Fe] (iron). Run in CCO.O (EtOH H2O). The product is BrC=1C=C(C(=NC1O[C@@H]1CC[C@H](CC1)C(C)C)C)N (5-bromo-6-(trans-4-isopropylcyclohexoxy)-2-methyl-pyridin-3-amine). The yield is 100.5%. Reaction SMILES: [Br:1][C:2]1[C:3]([O:12][C@H:13]2[CH2:18][CH2:17][C@H:16]([CH:19]([CH3:21])[CH3:20])[CH2:15][CH2:14]2)=[N:4][C:5]([CH3:11])=[C:6]([N+:8]([O-])=O)[CH:7]=1.[Cl-].[NH4+]>CCO.O.[Fe]>[Br:1][C:2]1[CH:7]=[C:6]([NH2:8])[C:5]([CH3:11])=[N:4][C:3]=1[O:12][C@H:13]1[CH2:14][CH2:15][C@H:16]([CH:19]([CH3:20])[CH3:21])[CH2:17][CH2:18]1 |f:1.2,3.4|. Reported procedure: To a stirred solution of 3-bromo-2-(trans-4-isopropylcyclohexoxy)-6-methyl-5-nitro-pyridine (0.917 g, 2.00 mmol) in EtOH/H2O (24 mL/6 mL, 4/1 v/v), ammonium chloride (0.109 g, 2.00 mmol, 1.0 eq) and iron powder (0.452 g, 8.00 mmol, 4 eq) were added at room temperature under inert atmosphere (Ar). The reaction mixture was stirred under heating to reflux for 3 h. At this point in time, TLC indicated that the starting material was consumed. Therefore, the reaction mixture was allowed to reach room ...